Task: describe an organic reaction: reactants, conditions, products, and yield. Dataset: the Open Reaction Database (ORD), a public repository of structured organic reaction records Starting materials: C1=C(C=C(C=C1F)F)CN, COC(=O)C1=CC=C(C=C1)Br. The reagents and catalysts are C(=O)([O-])[O-].[Cs+].[Cs+], C1=CC=C(C=C1)P(C2=CC=CC=C2)C3=C(C4=CC=CC=C4C=C3)C5=C(C=CC6=CC=CC=C65)P(C7=CC=CC=C7)C8=CC=CC=C8, CC(=O)O.CC(=O)O.[Pd]. Solvent: CC1=CC=CC=C1. Run at temperature 100 celsius. The product is COC(=O)C1=CC=C(C=C1)NCC2=CC(=CC(=C2)F)F. Yield: 0.0%. Reported procedure: methyl 4-bromobenzoate (1 g, 4.65 mmol), (3,5-difluorophenyl)methanamine (1.100 mL, 9.30 mmol) and Cesium carbonate (1.515 g, 4.65 mmol) were mixed in toluene (4 mL) and degassed by bubbling nitrogen through solution. Palladium acetate (0.052 g, 0.23 mmol) and rac-2,2'-Bis(diphenylphosphino)-1,1'-binaphthyl (0.203 g, 0.33 mmol) were added and the vial was capped and heated at 100°C over 5 days. Workup by dilution with EtOAc, washing with water, then extraction with 2M HCl. The HCl extract was ne... Starting materials: ClCC(=O)C1=CC(=C(C=C1)Cl)S(N)(=O)=O (2,4'-dichloro-3'-sulfamoylacetophenone), C(CCCCC)NC(=S)NCCCCCC (1,3-di-n-hexyl-thiourea). The product is Cl.ClC1=C(C=C(C=C1)C1(N(C(SC1)=NCCCCCC)CCCCCC)O)S(N)(=O)=O (4-(4-Chloro-3-sulfamoylphenyl)-3-n-hexyl-2-n-hexylimino-1,3-thiazolidine-4-ol-hydrochloride). As a reaction SMILES: [Cl:1][CH2:2][C:3]([C:5]1[CH:10]=[CH:9][C:8]([Cl:11])=[C:7]([S:12](=[O:15])(=[O:14])[NH2:13])[CH:6]=1)=[O:4].[CH2:16]([NH:22][C:23]([NH:25][CH2:26][CH2:27][CH2:28][CH2:29][CH2:30][CH3:31])=[S:24])[CH2:17][CH2:18][CH2:19][CH2:20][CH3:21]>>[ClH:1].[Cl:11][C:8]1[CH:9]=[CH:10][C:5]([C:3]2([OH:4])[CH2:2][S:24][C:23](=[N:22][CH2:16][CH2:17][CH2:18][CH2:19][CH2:20][CH3:21])[N:25]2[CH2:26][CH2:27][CH2:28][CH2:29][CH2:30][CH3:31])=[CH:6][C:7]=1[S:12](=[O:15])(=[O:14])[NH2:13] |f:2.3|. Procedure: 5.2 g of 2,4'-dichloro-3'-sulfamoylacetophenone and 4.8 g of 1,3-di-n-hexyl-thiourea were reacted according to the prescription given in Example 12, the end product was precipitated with diethyl ether and the remaining oil was treated with cyclohexane.